This data is from the Open Reaction Database (ORD), a public repository of structured organic reaction records. The task is: describe an organic reaction: reactants, conditions, products, and yield Reactants: [N+](=O)([O-])C1=CC=C(C=C1)C1CCNCC1 (4-(4-Nitrophenyl)piperidine), C(=O)([O-])[O-].[K+].[K+] (K2CO3), IC(C)C (2-iodopropane). Solvent: C(C)#N (acetonitrile). Product: C(C)(C)N1CCC(CC1)C1=CC=C(C=C1)[N+](=O)[O-] (1-Isopropyl-4-(4-nitrophenyl)piperidine). The yield is 99.8%. Reaction SMILES: [N+:1]([C:4]1[CH:9]=[CH:8][C:7]([CH:10]2[CH2:15][CH2:14][NH:13][CH2:12][CH2:11]2)=[CH:6][CH:5]=1)([O-:3])=[O:2].C([O-])([O-])=O.[K+].[K+].I[CH:23]([CH3:25])[CH3:24]>C(#N)C>[CH:23]([N:13]1[CH2:12][CH2:11][CH:10]([C:7]2[CH:8]=[CH:9][C:4]([N+:1]([O-:3])=[O:2])=[CH:5][CH:6]=2)[CH2:15][CH2:14]1)([CH3:25])[CH3:24] |f:1.2.3|. Reported procedure: 4-(4-Nitrophenyl)piperidine (250 mg, 1.21 mmol), K2CO3 (170 mg, 1.21 mmol) and 2-iodopropane (240 μL, 2.4 mmol) are stirred in acetonitrile (3 mL) in a sealed tube at 120° C. for 45 min. The mixture is cooled and the solvent removed under reduced pressure. The residue is partitioned between DCM (20 mL) and water (5 mL), the layers are separated and the DCM is washed with water (5 mL) and brine (5 mL) and dried over MgSO4. Evaporation of the solvent affords the title compound (300 mg) which is us... The reactants are C(C1=CC=CC=C1)OC([C@@H](NC([C@@H](NC(CCNC(=O)OC(C)(C)C)=O)CC(=O)OCC1=CC=CC=C1)=O)CC1=CC=CC=C1)=O (N-[3-[(Benzyloxy)carbonyl]-N-[N-(t-butoxycarbonyl)-β-alanyl]-L-alanyl]-3-phenyl-L-alanine benzyl ester), C(#N)C=1C=CC(=NC1)C(=O)O (5-cyano-2-pyridinecarboxylic acid). Product: C(C1=CC=CC=C1)OC([C@@H](NC([C@@H](NC(CCNC(=O)C1=NC=C(C=C1)C#N)=O)CC(=O)OCC1=CC=CC=C1)=O)CC1=CC=CC=C1)=O (N-[3-[(benzyloxy)carbonyl]-N-[N-[(5-cyano-2-pyridyl)carbonyl]-β-alanyl]-L-alanyl]-3-phenyl-L-alanine benzyl ester). Reaction SMILES: [CH2:1]([O:8][C:9](=[O:46])[C@H:10]([CH2:39][C:40]1[CH:45]=[CH:44][CH:43]=[CH:42][CH:41]=1)[NH:11][C:12](=[O:38])[C@H:13]([CH2:27][C:28]([O:30][CH2:31][C:32]1[CH:37]=[CH:36][CH:35]=[CH:34][CH:33]=1)=[O:29])[NH:14][C:15](=[O:26])[CH2:16][CH2:17][NH:18][C:19](OC(C)(C)C)=[O:20])[C:2]1[CH:7]=[CH:6][CH:5]=[CH:4][CH:3]=1.[C:47]([C:49]1[CH:50]=[CH:51][C:52](C(O)=O)=[N:53][CH:54]=1)#[N:48]>>[CH2:1]([O:8][C:9](=[O:46])[C@H:10]([CH2:39][C:40]1[CH:41]=[CH:42][CH:43]=[CH:44][CH:45]=1)[NH:11][C:12](=[O:38])[C@H:13]([CH2:27][C:28]([O:30][CH2:31][C:32]1[CH:33]=[CH:34][CH:35]=[CH:36][CH:37]=1)=[O:29])[NH:14][C:15](=[O:26])[CH2:16][CH2:17][NH:18][C:19]([C:52]1[CH:51]=[CH:50][C:49]([C:47]#[N:48])=[CH:54][N:53]=1)=[O:20])[C:2]1[CH:3]=[CH:4][CH:5]=[CH:6][CH:7]=1. Procedure: N-[3-[(Benzyloxy)carbonyl]-N-[N-(t-butoxycarbonyl)-β-alanyl]-L-alanyl]-3-phenyl-L-alanine benzyl ester was deprotected and coupled with 5-cyano-2-pyridinecarboxylic acid to give N-[3-[(benzyloxy)carbonyl]-N-[N-[(5-cyano-2-pyridyl)carbonyl]-β-alanyl]-L-alanyl]-3-phenyl-L-alanine benzyl ester, m.p. 157°-158° C. Starting materials: C(C)C1=NN2N=C(NC2=C1CC1=CC=C(C=C1)C1=C(C=CC=C1)C1=NN=NN1C(C1=CC=CC=C1)(C1=CC=CC=C1)C1=CC=CC=C1)CCC (6-ethyl-2-propyl-7-[[2'-(N-triphenylmethyl-tetrazol-5-yl)biphenyl-4-yl]methyl]-1H-pyrazolo[1,5-b][1,2,4]triazole), C(C)C1=NN2N=C(N(C2=C1)CC1=CC=C(C=C1)C1=C(C=CC=C1)C1=NN=NN1C(C1=CC=CC=C1)(C1=CC=CC=C1)C1=CC=CC=C1)CCC (6-ethyl-2-propyl-1-[[2'-(N-triphenylmethyl-tetrazol-5-yl)biphenyl-4-yl]methyl]-1H-pyrazolo[1,5-b][1,2,4]triazole), C(C)C1=NN2N=C(N(C2=C1)CC1=CC=C(C=C1)C1=C(C=CC=C1)C1=NN=NN1C(C1=CC=CC=C1)(C1=CC=CC=C1)C1=CC=CC=C1)CCC (6-ethyl-2-propyl-1-[[2'-(N-triphenylmethyl-tetrazol-5-yl)biphenyl-4-yl]methyl]-1H-pyrazolo[1,5-b][1,2,4]triazole), C(C)C1=NN2N=C(NC2=C1CC1=CC=C(C=C1)C1=C(C=CC=C1)C1=NN=NN1C(C1=CC=CC=C1)(C1=CC=CC=C1)C1=CC=CC=C1)CCC (6-ethyl-2-propyl-7-[[2'-(N-triphenylmethyl-tetrazol-5-yl)biphenyl-4-yl]methyl]-1H-pyrazolo[1,5-b][1,2,4]triazole), C1(=CC=CC=C1)C(N1N=NN=C1C1=C(C=CC=C1)C1=CC=C(C=C1)CN1C(=C(C=2N1N=C(N2)CCC)CC2=CC=C(C=C2)C2=C(C=CC=C2)C2=NN=NN2C(C2=CC=CC=C2)(C2=CC=CC=C2)C2=CC=CC=C2)CC)(C2=CC=CC=C2)C2=CC=CC=C2 (5,7-bis[[2'-(N-triphenylmethyl-tetrazol-5-yl)biphenyl-4-yl]methyl]-6-ethyl-2-propyl-5 H-pyrazolo[1,5-b][1,2,4]triazole), C1(=CC=CC=C1)C(N1N=NN=C1C1=C(C=CC=C1)C1=CC=C(C=C1)CN1C(=C(C=2N1N=C(N2)CCC)CC2=CC=C(C=C2)C2=C(C=CC=C2)C2=NN=NN2C(C2=CC=CC=C2)(C2=CC=CC=C2)C2=CC=CC=C2)CC)(C2=CC=CC=C2)C2=CC=CC=C2 (5,7-bis[[2'-(N-triphenylmethyl-tetrazol-5-yl)biphenyl-4-yl]methyl]-6-ethyl-2-propyl-5 H-pyrazolo[1,5-b][1,2,4]triazole), C(C)C=1N(N2N=C(N=C2C1)CCC)CC1=CC=C(C=C1)C1=C(C=CC=C1)C1=NN=NN1C(C1=CC=CC=C1)(C1=CC=CC=C1)C1=CC=CC=C1 (6-ethyl-2-propyl-5-[[2'-(N-triphenylmethyl-tetrazol-5-yl)biphenyl-4-yl]methyl]-5H-pyrazolo[1,5-b][1,2,4]triazole). Product: C(C)C=1N(N2N=C(N=C2C1)CCC)CC1=CC=C(C=C1)C1=C(C=CC=C1)C1=NN=NN1C(C1=CC=CC=C1)(C1=CC=CC=C1)C1=CC=CC=C1 (6-ethyl-2-propyl-5-[[2'-(N-triphenylmethyl-tetrazol-5-yl)biphenyl-4-yl]methyl]-5H-pyrazolo[1,5-b][1,2,4]triazole), C(C)C1=NN2N=C(NC2=C1)CCC (6-ethyl-2-propyl-1H-pyrazolo[1,5-b][1,2,4]triazole). Reaction SMILES: [C:1]1([C:7]([C:82]2[CH:87]=[CH:86][CH:85]=[CH:84][CH:83]=2)([C:76]2[CH:81]=[CH:80][CH:79]=[CH:78][CH:77]=2)[N:8]2[C:12]([C:13]3[CH:18]=[CH:17][CH:16]=[CH:15][C:14]=3[C:19]3[CH:24]=[CH:23][C:22]([CH2:25][N:26]4[N:30]5[N:31]=[C:32]([CH2:34][CH2:35][CH3:36])[N:33]=[C:29]5[C:28](CC5C=CC(C6C=CC=CC=6C6N(C(C7C=CC=CC=7)(C7C=CC=CC=7)C7C=CC=CC=7)N=NN=6)=CC=5)=[C:27]4[CH2:74][CH3:75])=[CH:21][CH:20]=3)=[N:11][N:10]=[N:9]2)[CH:6]=[CH:5][CH:4]=[CH:3][CH:2]=1.[CH2:88]([C:90]1[CH:97]=[C:96]2[N:92]([N:93]=[C:94]([CH2:135][CH2:136][CH3:137])[N:95]2CC2C=CC(C3C=CC=CC=3C3N(C(C4C=CC=CC=4)(C4C=CC=CC=4)C4C=CC=CC=4)N=NN=3)=CC=2)[N:91]=1)[CH3:89].C(C1C(CC2C=CC(C3C=CC=CC=3C3N(C(C4C=CC=CC=4)(C4C=CC=CC=4)C4C=CC=CC=4)N=NN=3)=CC=2)=C2N(N=C(CCC)N2)N=1)C.C(C1N(CC2C=CC(C3C=CC=CC=3C3N(C(C4C=CC=CC=4)(C4C=CC=CC=4)C4C=CC=CC=4)N=NN=3)=CC=2)N2C(C=1)=NC(CCC)=N2)C>>[CH2:74]([C:27]1[N:26]([CH2:25][C:22]2[CH:21]=[CH:20][C:19]([C:14]3[CH:15]=[CH:16][CH:17]=[CH:18][C:13]=3[C:12]3[N:8]([C:7]([C:1]4[CH:6]=[CH:5][CH:4]=[CH:3][CH:2]=4)([C:82]4[CH:83]=[CH:84][CH:85]=[CH:86][CH:87]=4)[C:76]4[CH:77]=[CH:78][CH:79]=[CH:80][CH:81]=4)[N:9]=[N:10][N:11]=3)=[CH:24][CH:23]=2)[N:30]2[C:29]([CH:28]=1)=[N:33][C:32]([CH2:34][CH2:35][CH3:36])=[N:31]2)[CH3:75].[CH2:88]([C:90]1[CH:97]=[C:96]2[N:92]([N:93]=[C:94]([CH2:135][CH2:136][CH3:137])[NH:95]2)[N:91]=1)[CH3:89]. Reported procedure: In the same manner as described in Example 38, 0.49 g of 5,7-bis[[2'-(N-triphenylmethyl-tetrazol-5-yl)biphenyl-4-yl]methyl]-6-ethyl-2-propyl-5 H-pyrazolo[1,5-b][1,2,4]triazole (compound 47a), 2.30 g of 6-ethyl-2-propyl-1-[[2'-(N-triphenylmethyl-tetrazol-5-yl)biphenyl-4-yl]methyl]-1H-pyrazolo[1,5-b][1,2,4]triazole (compound 47b), 0.18 g of 6-ethyl-2-propyl-7-[[2'-(N-triphenylmethyl-tetrazol-5-yl)biphenyl-4-yl]methyl]-1H-pyrazolo[1,5-b][1,2,4]triazole (compound 47c) and 2.28 g of 6-ethyl-2-propyl-... Starting materials: NC1=CC=C(C=N1)C(=O)N1CCOCC1 ((6-Amino-pyridin-3-yl)-morpholin-4-yl-methanone), ClC=1C(N(N=C(C1)Cl)C)=O (4,6-Dichloro-2-methyl-2H-pyridazin-3-one), [H-].[Na+] (Sodium hydride), oil. Run in CN(C=O)C (dimethylformamide). Run at temperature 0 celsius, time 30 minute. The product is ClC=1C=C(C(N(N1)C)=O)NC1=NC=C(C=C1)C(=O)N1CCOCC1 (6-Chloro-2-methyl-4-[5-(morpholine-4-carbonyl)-pyridin-2-ylamino]-2H-pyridazin-3-one). The yield is 29.6%. As a reaction SMILES: [NH2:1][C:2]1[N:7]=[CH:6][C:5]([C:8]([N:10]2[CH2:15][CH2:14][O:13][CH2:12][CH2:11]2)=[O:9])=[CH:4][CH:3]=1.[H-].[Na+].Cl[C:19]1[C:20](=[O:27])[N:21]([CH3:26])[N:22]=[C:23]([Cl:25])[CH:24]=1>CN(C)C=O>[Cl:25][C:23]1[CH:24]=[C:19]([NH:1][C:2]2[CH:3]=[CH:4][C:5]([C:8]([N:10]3[CH2:15][CH2:14][O:13][CH2:12][CH2:11]3)=[O:9])=[CH:6][N:7]=2)[C:20](=[O:27])[N:21]([CH3:26])[N:22]=1 |f:1.2|. Procedure details: (6-Amino-pyridin-3-yl)-morpholin-4-yl-methanone (2.921 g, 14.11 mmol) was suspended in 50 mL dimethylformamide and cooled to 0° C. Sodium hydride 60% suspension in mineral oil (847 mg, 21.2 mmol) was added. This was stirred at room temperature for 30 minutes and was cooled to 0° C. 4,6-Dichloro-2-methyl-2H-pyridazin-3-one (1.256 g, 7.056 mmol) was added. After 2 hours, this was partitioned between saturated aqueous ammonium chloride solution and ethylacetate. The ethylacetate layer was dried ove... Starting materials: O=C(Oc1c(Cl)c(Cl)c(Cl)c(Cl)c1Cl)OC(Cl)C(Cl)(Cl)Cl, CC(NC(=O)OC(C)(C)C)C(=O)O. Yields the product CC(NC(=O)OC(C)(C)C)C(=O)Oc1c(Cl)c(Cl)c(Cl)c(Cl)c1Cl. RXN SMILES: [C:14](=[O:15])([O:27][CH:28]([Cl:29])[C:30]([Cl:31])([Cl:32])[Cl:33])[O:34][c:16]1[c:17]([Cl:26])[c:18]([Cl:25])[c:19]([Cl:24])[c:20]([Cl:23])[c:21]1[Cl:22].[C:1](=[O:2])([O:3][C:4]([CH3:5])([CH3:6])[CH3:7])[NH:8][CH:9]([CH3:10])[C:11](=[O:12])[OH:13]>>[C:1](=[O:2])([O:3][C:4]([CH3:5])([CH3:6])[CH3:7])[NH:8][CH:9]([CH3:10])[C:11](=[O:12])[O:13][c:16]1[c:17]([Cl:26])[c:18]([Cl:25])[c:19]([Cl:24])[c:20]([Cl:23])[c:21]1[Cl:22]. Starting materials: C(CCCCCCCCCCCCCCCCC)(=O)[O-].[Al+3].C(CCCCCCCCCCCCCCCCC)(=O)[O-].C(CCCCCCCCCCCCCCCCC)(=O)[O-] (aluminium stearate), CC=1C=C(C=C(C1CC2=NCCN2)C)C(C)(C)C.Cl (xylometazoline hydrochloride). Run at temperature 115 celsius. Product: CC=1C=C(C=C(C1CC2=NCCN2)C)C(C)(C)C (Xylometazoline). As a reaction SMILES: C([O-])(=O)CCCCCCCCCCCCCCCCC.[Al+3].C([O-])(=O)CCCCCCCCCCCCCCCCC.C([O-])(=O)CCCCCCCCCCCCCCCCC.[CH3:62][C:63]1[CH:64]=[C:65]([C:76]([CH3:79])([CH3:78])[CH3:77])[CH:66]=[C:67]([CH3:75])[C:68]=1[CH2:69][C:70]1[NH:74][CH2:73][CH2:72][N:71]=1.Cl>>[CH3:75][C:67]1[CH:66]=[C:65]([C:76]([CH3:79])([CH3:78])[CH3:77])[CH:64]=[C:63]([CH3:62])[C:68]=1[CH2:69][C:70]1[NH:74][CH2:73][CH2:72][N:71]=1 |f:0.1.2.3,4.5|. Procedure: The aluminium stearate was dispersed with stirring in a portion of the sunflower oil heated to 115° C. The dispersion was added to the rest of the sunflower oil heated to 140° C. The gel was stirred at 130° C. for 15 minutes and then allowed to cool without stirring to room temperature. The milled xylometazoline hydrochloride was dispersed in the cooled gel base and then passed through a colloid mill to produce a fine, homogenous dispersion. The dispersion was filled into plastic bottles fitted ... Starting materials: COC(=O)CNc1nc(N)c2nc(Br)n(Cc3ccccc3)c2n1, Cl, [Na+], [OH-]. Product: COC(=O)CNc1nc(N)c2nc(O)n(Cc3ccccc3)c2n1. RXN SMILES: [CH2:1]([c:2]1[cH:3][cH:4][cH:5][cH:6][cH:7]1)[n:8]1[c:9]2[n:10][c:11]([NH:19][CH2:20][C:21](=[O:22])[O:23][CH3:24])[n:12][c:13]([NH2:18])[c:14]2[n:15][c:16]1[Br:17].[ClH:27].[Na+:26].[OH-:25]>>[CH2:1]([c:2]1[cH:3][cH:4][cH:5][cH:6][cH:7]1)[n:8]1[c:9]2[n:10][c:11]([NH:19][CH2:20][C:21](=[O:22])[O:23][CH3:24])[n:12][c:13]([NH2:18])[c:14]2[n:15][c:16]1[OH:25]. Reactants: CC(=O)OC(C)=O, O=C(O)c1cc2ccoc2nc1C(=O)O. Yields the product O=C1OC(=O)c2nc3occc3cc21. Reaction SMILES: [CH3:16][C:17]([O:18][C:19](=[O:20])[CH3:21])=[O:22].[o:1]1[cH:2][cH:3][c:4]2[c:5]1[n:6][c:7]([C:13](=[O:14])[OH:15])[c:8]([C:10](=[O:11])[OH:12])[cH:9]2>>[o:1]1[cH:2][cH:3][c:4]2[c:5]1[n:6][c:7]1[c:8]([cH:9]2)[C:10](=[O:12])[O:15][C:13]1=[O:14]. Reactants: C(C)OCC (diethylether), polystyrene, C1(CC1)C1=NNC(=C1)N (3-cyclopropyl-5-amino-pyrazole), CN1CCOCC1 (N-methylmorpholine), BrC1=CC=C(C(=O)Cl)C=C1 (4-bromobenzoyl chloride). The solvent is ClC (chloromethane). Conditions: time 48 hour. The product is C1(CC1)C1=NNC(=C1)NC(C1=CC=C(C=C1)Br)=O (N-(3-cyclopropyl-1H-pyrazol-5-yl)-4-bromobenzamide). Isolated yield 77.9%. Reaction SMILES: CN1CCOCC1.[Br:8][C:9]1[CH:17]=[CH:16][C:12]([C:13](Cl)=[O:14])=[CH:11][CH:10]=1.[CH:18]1([C:21]2[CH:25]=[C:24]([NH2:26])[NH:23][N:22]=2)[CH2:20][CH2:19]1.C(OCC)C>ClC>[CH:18]1([C:21]2[CH:25]=[C:24]([NH:26][C:13](=[O:14])[C:12]3[CH:16]=[CH:17][C:9]([Br:8])=[CH:10][CH:11]=3)[NH:23][N:22]=2)[CH2:20][CH2:19]1. Procedure details: 122 mg (loading 1.91 mmol/g, 0.233 mmol) of polystyrene supported N-methylmorpholine were suspended in 4 ml of chloromethane and then treated with 25.6 mg (0.117 mmol) of 4-bromobenzoyl chloride followed by 4.8 mg (0.039 mmol) of 3-cyclopropyl-5-amino-pyrazole. After 48 hours under stirring at room temperature the resin was separated by filtration and washed with 2 ml of dichloromethane. The filtrate was evaporated to dryness, the residue re-dissolved in 4 ml of dichloromethane and 100 mg of pol... The reactants are COC1=CC=C(C=C1)CS (p-Methoxy-α-toluene thiol), C(C(=C)C)(=O)O (methacrylic acid), [OH-].[Na+] (sodium hydroxide). Yields the product COC1=CC=C(C=C1)CSCC(C(=O)O)C (3-[(4-Methoxyphenyl)methylthio]-2-methylpropanoic acid). RXN SMILES: [CH3:1][O:2][C:3]1[CH:8]=[CH:7][C:6]([CH2:9][SH:10])=[CH:5][CH:4]=1.[C:11]([OH:16])(=[O:15])[C:12]([CH3:14])=[CH2:13].[OH-].[Na+]>>[CH3:1][O:2][C:3]1[CH:8]=[CH:7][C:6]([CH2:9][S:10][CH2:13][CH:12]([CH3:14])[C:11]([OH:16])=[O:15])=[CH:5][CH:4]=1 |f:2.3|. Procedure: p-Methoxy-α-toluene thiol (15.4 g., 0.1 mol.) is added to a solution of methacrylic acid (8.6 g., 0.1 mol.) in 50 ml. 2 N sodium hydroxide. The mixture is heated on the steam bath for three hours, then refluxed for two hours and cooled. The mixture is extracted with ether, then the aqueous layer is acidified with concentrated HCl and extracted with dichloromethane. The acidic extracts are washed with brine, dried (MgSO4) and evaporated in vacuo. The resulting semi-solid is taken up in 50 ml. of ...